Dataset: the Open Reaction Database (ORD), a public repository of structured organic reaction records. Task: describe an organic reaction: reactants, conditions, products, and yield Reactants: CC(=O)OC(C)=O, CN1Cc2c(C=NO)ncn2-c2ccc(F)cc2C1=O. Yields the product CN1Cc2c(C#N)ncn2-c2ccc(F)cc2C1=O. Reaction SMILES: [C:21]([O:22][C:23](=[O:24])[CH3:25])(=[O:26])[CH3:27].[F:1][c:2]1[cH:3][cH:4][c:5]2[c:6]([cH:20]1)[C:7](=[O:19])[N:8]([CH3:18])[CH2:9][c:10]1[n:11]-2[cH:12][n:13][c:14]1[CH:15]=[N:16][OH:17]>>[F:1][c:2]1[cH:3][cH:4][c:5]2[c:6]([cH:20]1)[C:7](=[O:19])[N:8]([CH3:18])[CH2:9][c:10]1[n:11]-2[cH:12][n:13][c:14]1[C:15]#[N:16]. Reactants: C(C)OC(=O)C1(CCNCC1)CCOC (4-(2-methoxy-ethyl)-piperidine-4-carboxylic acid ethyl ester), FC(OC1=C(C=CC=C1)S(=O)(=O)Cl)(F)F (2-trifluoromethoxy-benzenesulfonyl chloride), COCC(C)(C)C1=CC=C(C=C1)N (4-(2-methoxy-1,1-dimethyl-ethyl)-phenylamine). The product is COCC(C)(C)C1=CC=C(C=C1)N1C(C2(CC1)CCN(CC2)S(=O)(=O)C2=C(C=CC=C2)OC(F)(F)F)=O (2-[4-(2-Methoxy-1,1-dimethyl-ethyl)-phenyl]-8-(2-trifluoromethoxy-benzenesulfonyl)-2,8-diaza-spiro[4.5]decan-1-one). As a reaction SMILES: C(O[C:4]([C:6]1([CH2:12][CH2:13]OC)[CH2:11][CH2:10][NH:9][CH2:8][CH2:7]1)=[O:5])C.[F:16][C:17]([F:30])([F:29])[O:18][C:19]1[CH:24]=[CH:23][CH:22]=[CH:21][C:20]=1[S:25](Cl)(=[O:27])=[O:26].[CH3:31][O:32][CH2:33][C:34]([C:37]1[CH:42]=[CH:41][C:40]([NH2:43])=[CH:39][CH:38]=1)([CH3:36])[CH3:35]>>[CH3:31][O:32][CH2:33][C:34]([C:37]1[CH:38]=[CH:39][C:40]([N:43]2[CH2:13][CH2:12][C:6]3([CH2:7][CH2:8][N:9]([S:25]([C:20]4[CH:21]=[CH:22][CH:23]=[CH:24][C:19]=4[O:18][C:17]([F:30])([F:29])[F:16])(=[O:27])=[O:26])[CH2:10][CH2:11]3)[C:4]2=[O:5])=[CH:41][CH:42]=1)([CH3:36])[CH3:35]. Reported procedure: Off-white crystalline solid. MS (ESI): 541.19 (MH+). This example was prepared in analogy to example 1 step C) to D) from 4-(2-methoxy-ethyl)-piperidine-4-carboxylic acid ethyl ester (example 1 step B)), 2-trifluoromethoxy-benzenesulfonyl chloride and 4-(2-methoxy-1,1-dimethyl-ethyl)-phenylamine.